This data is from the Open Reaction Database (ORD), a public repository of structured organic reaction records. The task is: describe an organic reaction: reactants, conditions, products, and yield Starting materials: CCSc1nc(O)cc(-c2ccccc2)n1, COc1ccc(N)cc1Cl, c1ccc(Oc2ccccc2)cc1. Product: COc1ccc(Nc2nc(O)cc(-c3ccccc3)n2)cc1Cl. As a reaction SMILES: [CH2:1]([S:2][c:4]1[n:5][c:6](-[c:11]2[cH:12][cH:13][cH:14][cH:15][cH:16]2)[cH:7][c:8]([OH:10])[n:9]1)[CH3:3].[Cl:17][c:18]1[cH:19][c:20]([NH2:26])[cH:21][cH:22][c:23]1[O:24][CH3:25].[O:27]([c:28]1[cH:29][cH:30][cH:31][cH:32][cH:33]1)[c:34]1[cH:35][cH:36][cH:37][cH:38][cH:39]1>>[c:4]1([NH:26][c:20]2[cH:19][c:18]([Cl:17])[c:23]([O:24][CH3:25])[cH:22][cH:21]2)[n:5][c:6](-[c:11]2[cH:12][cH:13][cH:14][cH:15][cH:16]2)[cH:7][c:8]([OH:10])[n:9]1.